This data is from the Open Reaction Database (ORD), a public repository of structured organic reaction records. The task is: describe an organic reaction: reactants, conditions, products, and yield Starting materials: ClC1=CC=C(C=C1)C1=C(OC2=C(C(=CC=C2C1=O)OS(=O)(=O)C(F)(F)F)OC)C(C)C (trifluoromethanesulfonic acid 3-(4-chlorophenyl)-2-isopropyl-8-methoxy-4-oxo-4H-chromen-7-yl ester), CC(C)([O-])C.[Na+] (sodium t-butoxide), C(C1=CC=CC=C1)(C1=CC=CC=C1)=N (benzophenone-imine). The reagents and catalysts are C1(=CC=CC=C1)P([C-]1C=CC=C1)C1=CC=CC=C1.[C-]1(C=CC=C1)P(C1=CC=CC=C1)C1=CC=CC=C1.[Fe+2] (1,1′-bis(diphenylphosphino)-ferrocene), C=1C=CC(=CC1)/C=C/C(=O)/C=C/C2=CC=CC=C2.C=1C=CC(=CC1)/C=C/C(=O)/C=C/C2=CC=CC=C2.C=1C=CC(=CC1)/C=C/C(=O)/C=C/C2=CC=CC=C2.[Pd].[Pd] (tris(dibenzylideneacetone)dipalladium). The solvent is C1(=CC=CC=C1)C (toluene). Run at temperature 130 celsius. The product is C(C1=CC=CC=C1)(C1=CC=CC=C1)=NC1=CC=C2C(C(=C(OC2=C1OC)C(C)C)C1=CC=C(C=C1)Cl)=O (7-(benzhydrylideneamino)-3-(4-chlorophenyl)-2-isopropyl-8-methoxy-chromen-4-one). Reaction SMILES: [Cl:1][C:2]1[CH:7]=[CH:6][C:5]([C:8]2[C:17](=[O:18])[C:16]3[C:11](=[C:12]([O:27][CH3:28])[C:13](OS(C(F)(F)F)(=O)=O)=[CH:14][CH:15]=3)[O:10][C:9]=2[CH:29]([CH3:31])[CH3:30])=[CH:4][CH:3]=1.CC(C)([O-])C.[Na+].[C:38](=[NH:51])([C:45]1[CH:50]=[CH:49][CH:48]=[CH:47][CH:46]=1)[C:39]1[CH:44]=[CH:43][CH:42]=[CH:41][CH:40]=1>C1(C)C=CC=CC=1.C1(P(C2C=CC=CC=2)[C-]2C=CC=C2)C=CC=CC=1.[C-]1(P(C2C=CC=CC=2)C2C=CC=CC=2)C=CC=C1.[Fe+2].C1C=CC(/C=C/C(/C=C/C2C=CC=CC=2)=O)=CC=1.C1C=CC(/C=C/C(/C=C/C2C=CC=CC=2)=O)=CC=1.C1C=CC(/C=C/C(/C=C/C2C=CC=CC=2)=O)=CC=1.[Pd].[Pd]>[C:38](=[N:51][C:13]1[C:12]([O:27][CH3:28])=[C:11]2[C:16]([C:17](=[O:18])[C:8]([C:5]3[CH:6]=[CH:7][C:2]([Cl:1])=[CH:3][CH:4]=3)=[C:9]([CH:29]([CH3:30])[CH3:31])[O:10]2)=[CH:15][CH:14]=1)([C:45]1[CH:46]=[CH:47][CH:48]=[CH:49][CH:50]=1)[C:39]1[CH:44]=[CH:43][CH:42]=[CH:41][CH:40]=1 |f:1.2,5.6.7,8.9.10.11.12|. Procedure: A stirred mixture of trifluoromethanesulfonic acid 3-(4-chlorophenyl)-2-isopropyl-8-methoxy-4-oxo-4H-chromen-7-yl ester (2.41 g, 5.05 mmol), 1,1′-bis(diphenylphosphino)-ferrocene (5.6 g, 10.1 mmol, 2 eq.), tris(dibenzylideneacetone)dipalladium (0) (3.08 g, 3.36 mmol, 0.665 eq.), sodium t-butoxide (0.58 g, 6.06 mmol, 1.2 eq.) and benzophenone-imine (1.1 g, 1.02 ml, 6.06 mmol, 1.2 eq.) in toluene (160 ml) is heated under reflux at 130° C. for 45 min. The reaction mixture is allowed to cool to room...